This data is from the Open Reaction Database (ORD), a public repository of structured organic reaction records. The task is: describe an organic reaction: reactants, conditions, products, and yield Starting materials: Clc1ncc(Br)cn1, O=C([O-])[O-], CCC(C)=O, COc1ccc(O)cc1, [K+], [K+]. Product: COc1ccc(Oc2ncc(Br)cn2)cc1. Reaction SMILES: [Br:1][c:2]1[cH:3][n:4][c:5]([Cl:8])[n:6][cH:7]1.[C:18](=[O:19])([O-:20])[O-:21].[CH2:24]([C:25]([CH3:26])=[O:27])[CH3:28].[CH3:9][O:10][c:11]1[cH:12][cH:13][c:14]([OH:17])[cH:15][cH:16]1.[K+:22].[K+:23]>>[Br:1][c:2]1[cH:3][n:4][c:5]([O:17][c:14]2[cH:13][cH:12][c:11]([O:10][CH3:9])[cH:16][cH:15]2)[n:6][cH:7]1. Starting materials: [N+](=O)([O-])C=C(NCCSCC1=NSC=C1)SC (1-nitro-2-methylthio-2-[2-(3isothiazolylmethylthio)ethylamino]ethylene), C(C)N (ethylamine). Yields the product [N+](=O)([O-])C=C(NCCSCC1=NSC=C1)NCC (1-Nitro-2-ethylamino-2-[2-(3-isothiazolylmethylthio)ethylamino]ethylene). RXN SMILES: [N+:1]([CH:4]=[C:5](SC)[NH:6][CH2:7][CH2:8][S:9][CH2:10][C:11]1[CH:15]=[CH:14][S:13][N:12]=1)([O-:3])=[O:2].[CH2:18]([NH2:20])[CH3:19]>>[N+:1]([CH:4]=[C:5]([NH:20][CH2:18][CH3:19])[NH:6][CH2:7][CH2:8][S:9][CH2:10][C:11]1[CH:15]=[CH:14][S:13][N:12]=1)([O-:3])=[O:2]. Procedure details: Reaction of 1-nitro-2-methylthio-2-[2-(3isothiazolylmethylthio)ethylamino]ethylene (see Example 72(ii)) with ethylamine by the procedure of Example 8(ii) gives the title product. Starting materials: BrC1=CC(=C(C=C1F)N1C(C=CC2=CC(=CC=C12)S(=O)(=O)OC1=C(C(=C(C(=C1F)F)F)F)F)=O)OC (perfluorophenyl 1-(4-bromo-5-fluoro-2-methoxyphenyl)-2-oxo-1,2-dihydroquinoline-6-sulfonate), B(Br)(Br)Br (boron tribromide), crude mixture. Solvent: C(Cl)Cl (DCM). Reaction conditions: temperature 100 celsius, time 48 hour. The product is BrC1=CC(=C(C=C1F)N1C(C=CC2=CC(=CC=C12)S(=O)(=O)OC1=C(C(=C(C(=C1F)F)F)F)F)=O)O (perfluorophenyl 1-(4-bromo-5-fluoro-2-hydroxyphenyl)-2-oxo-1,2-dihydroquinoline-6-sulfonate). RXN SMILES: [Br:1][C:2]1[C:7]([F:8])=[CH:6][C:5]([N:9]2[C:18]3[C:13](=[CH:14][C:15]([S:19]([O:22][C:23]4[C:28]([F:29])=[C:27]([F:30])[C:26]([F:31])=[C:25]([F:32])[C:24]=4[F:33])(=[O:21])=[O:20])=[CH:16][CH:17]=3)[CH:12]=[CH:11][C:10]2=[O:34])=[C:4]([O:35]C)[CH:3]=1.B(Br)(Br)Br>C(Cl)Cl>[Br:1][C:2]1[C:7]([F:8])=[CH:6][C:5]([N:9]2[C:18]3[C:13](=[CH:14][C:15]([S:19]([O:22][C:23]4[C:24]([F:33])=[C:25]([F:32])[C:26]([F:31])=[C:27]([F:30])[C:28]=4[F:29])(=[O:20])=[O:21])=[CH:16][CH:17]=3)[CH:12]=[CH:11][C:10]2=[O:34])=[C:4]([OH:35])[CH:3]=1. Procedure details: To a solution of perfluorophenyl 1-(4-bromo-5-fluoro-2-methoxyphenyl)-2-oxo-1,2-dihydroquinoline-6-sulfonate (5.0 g, 8.41 mmol) in DCM (56.1 ml) was added boron tribromide (0.811 ml, 8.41 mmol) at room temperature. The resulting mixture was stirred for 48 hr. The crude mixture was transferred to a sep. funnel containing saturated aqueous bicarb and the aqueous layer was washed 3× with DCM. The organic layers were combined, dried with MgSO4, filtered and concentrated to a white solid. The product... Reactants: CC1CN2C(=O)CC2S1, O=C1CC2SCC(I)CN12. Product: O=C1CC2SC(CI)CN12. As a reaction SMILES: [CH3:1][CH:2]1[CH2:3][N:4]2[C:5](=[O:6])[CH2:7][CH:8]2[S:9]1.[I:10][CH:11]1[CH2:12][S:13][CH:14]2[N:15]([CH2:16]1)[C:17](=[O:19])[CH2:18]2>>[I:10][CH2:11][CH:12]1[S:13][CH:14]2[N:15]([CH2:16]1)[C:17](=[O:19])[CH2:18]2. Starting materials: C(#N)C=1C(=NNC1N=CN(C)C)NC1=CC(=CC=C1)OC (4-cyano-5-(dimethylamino-methyleneamino)-3-(3-methoxy-phenylamino)-pyrazole), Cl.ClC=1C=C(N)C=CC1 (3-chloro-aniline hydrochloride). Solvent: CO (methanol). The product is ClC=1C=C(C=CC1)NC1=C2C(=NC=N1)NN=C2NC2=CC(=CC=C2)OC (4-(3-Chloro-phenylamino)-3-(3-methoxy-phenylamino)-1H-pyrazolo[3,4-d]-pyrimidine). As a reaction SMILES: [C:1]([C:3]1[C:4]([NH:13][C:14]2[CH:19]=[CH:18][CH:17]=[C:16]([O:20][CH3:21])[CH:15]=2)=[N:5][NH:6][C:7]=1[N:8]=[CH:9][N:10](C)C)#[N:2].Cl.[Cl:23][C:24]1[CH:25]=[C:26]([CH:28]=[CH:29][CH:30]=1)N>CO>[Cl:23][C:24]1[CH:30]=[C:29]([NH:2][C:1]2[N:10]=[CH:9][N:8]=[C:7]3[NH:6][N:5]=[C:4]([NH:13][C:14]4[CH:19]=[CH:18][CH:17]=[C:16]([O:20][CH3:21])[CH:15]=4)[C:3]=23)[CH:28]=[CH:26][CH:25]=1 |f:1.2|. Procedure details: A mixture of 1.38 g (4.85 mmol) of 4-cyano-5-(dimethylamino-methyleneamino)-3-(3-methoxy-phenylamino)-pyrazole, 0.915 g (5.58 mmol) of 3-chloro-aniline hydrochloride and 20 ml of methanol is heated under reflux for 16 hours. Concentration of the reaction mixture by evaporation in vacuo and recrystallization of the residue from methanol/water yield the title compound; m.p. 202-203° C. Starting materials: tris(dibenzylidenacetone)dipalladium (0), BrC1=CC=C(C(=N1)C)F (6-bromo-3-fluoro-2-methylpyridine), C[C@@H]1CN(CCN1)C(=O)OC(C)(C)C (tert-butyl (3R)-3-methylpiperazine-1-carboxylate), CC(C)([O-])C.[Na+] (sodium tert-butoxide), C1(=CC=CC=C1)C (toluene). The reagents and catalysts are C1(=CC=CC=C1)P(C1=CC=CC=2C(C3=CC=CC(=C3OC12)P(C1=CC=CC=C1)C1=CC=CC=C1)(C)C)C1=CC=CC=C1 (4,5-bis(diphenylphosphino)-9,9-dimethylxanthene). Solvent: O (water). Reaction conditions: temperature 110 celsius, time 3 hour. The product is FC=1C=CC(=NC1C)N1[C@@H](CN(CC1)C(=O)OC(C)(C)C)C (tert-butyl (3R)-4-(5-fluoro-6-methylpyridin-2-yl)-3-methylpiperazine-1-carboxylate). The yield is 95.8%. As a reaction SMILES: Br[C:2]1[N:7]=[C:6]([CH3:8])[C:5]([F:9])=[CH:4][CH:3]=1.[CH3:10][C@H:11]1[NH:16][CH2:15][CH2:14][N:13]([C:17]([O:19][C:20]([CH3:23])([CH3:22])[CH3:21])=[O:18])[CH2:12]1.CC(C)([O-])C.[Na+].C1(C)C=CC=CC=1>C1(P(C2C=CC=CC=2)C2C3OC4C(=CC=CC=4P(C4C=CC=CC=4)C4C=CC=CC=4)C(C)(C)C=3C=CC=2)C=CC=CC=1.O>[F:9][C:5]1[CH:4]=[CH:3][C:2]([N:16]2[CH2:15][CH2:14][N:13]([C:17]([O:19][C:20]([CH3:23])([CH3:22])[CH3:21])=[O:18])[CH2:12][C@H:11]2[CH3:10])=[N:7][C:6]=1[CH3:8] |f:2.3|. Procedure: To a mixture of 500 mg of 6-bromo-3-fluoro-2-methylpyridine, 580 mg of tert-butyl (3R)-3-methylpiperazine-1-carboxylate, 506 mg of sodium tert-butoxide, and 61 mg of 4,5-bis(diphenylphosphino)-9,9-dimethylxanthene and 7.5 mL of toluene was added 48 mg of tris(dibenzylidenacetone)dipalladium (0), followed by stirring at 110° C. for 3 hours. After cooling to room temperature, the reaction mixture was poured into water and extracted with ethyl acetate. The organic layer was washed with saturated br... The product is C12CN(CC(CC1)C2)C/C=C/C(=O)N2CC1=C(C3=C(N=CN=C3NC=3C=C(C=C(C3)Cl)O)S1)CC2 (3-({7-[(2E)-4-(3-Azabicyclo[3.2.1]oct-3-yl)but-2-enoyl]-5,6,7,8-tetrahydropyrido[4′,3′:4,5]thieno[2,3-d]pyrimidin-4-yl}amino)-5-chlorophenol). Starting materials: BrC/C=C/C(=O)O ((2E)-4-bromobut-2-enoic acid), Cl.ClC=1C=C(C=C(C1)NC=1C2=C(N=CN1)SC1=C2CCNC1)O (3-Chloro-5-(5,6,7,8-tetrahydropyrido[4′,3′:4,5]thieno[2,3-d]pyrimidin-4-ylamino)phenol hydrochloride), C12CNCC(CC1)C2 (3-azabicyclo[3.2.1]-octane). Reported procedure: In analogy to Example 130, the title compound was prepared from (2E)-4-bromobut-2-enoic acid (84 mg, 0.41 mmol), 3-chloro-5-(5,6,7,8-tetrahydropyrido[4′,3′:4,5]thieno[2,3-d]pyrimidin-4-ylamino)phenol hydrochloride from Example 65A (100 mg, 0.27 mmol) and 3-azabicyclo[3.2.1]-octane (48 mg, 0.43 mmol) to yield 44 mg (32%). As a reaction SMILES: Br[CH2:2]/[CH:3]=[CH:4]/[C:5]([OH:7])=O.Cl.[Cl:9][C:10]1[CH:11]=[C:12]([OH:30])[CH:13]=[C:14]([NH:16][C:17]2[C:18]3[C:25]4[CH2:26][CH2:27][NH:28][CH2:29][C:24]=4[S:23][C:19]=3[N:20]=[CH:21][N:22]=2)[CH:15]=1.[CH:31]12[CH2:38][CH:35]([CH2:36][CH2:37]1)[CH2:34][NH:33][CH2:32]2>>[CH:31]12[CH2:38][CH:35]([CH2:36][CH2:37]1)[CH2:34][N:33]([CH2:2]/[CH:3]=[CH:4]/[C:5]([N:28]1[CH2:27][CH2:26][C:25]3[C:18]4[C:17]([NH:16][C:14]5[CH:13]=[C:12]([OH:30])[CH:11]=[C:10]([Cl:9])[CH:15]=5)=[N:22][CH:21]=[N:20][C:19]=4[S:23][C:24]=3[CH2:29]1)=[O:7])[CH2:32]2 |f:1.2|. Starting materials: C(C1=CC=CC=C1)OC1=CC=2N(C3=CC(=CC=C3C2C=C1)N(C=O)C)C(=O)OC(C)(C)C (tert-butyl 2-(benzyloxy)-7-(N-methylformamido)-9H-carbazole-9-carboxylate). The reagents and catalysts are [Pd] (Palladium on activated carbon). Solvent: CO (MeOH). Reaction conditions: time 3 hour. Yields the product OC1=CC=2N(C3=CC(=CC=C3C2C=C1)N(C=O)C)C(=O)OC(C)(C)C (tert-butyl 2-hydroxy-7-(N-methylformamido)-9H-carbazole-9-carboxylate). The yield is 99.7%. Reaction SMILES: C([O:8][C:9]1[CH:21]=[CH:20][C:19]2[C:18]3[C:13](=[CH:14][C:15]([N:22]([CH3:25])[CH:23]=[O:24])=[CH:16][CH:17]=3)[N:12]([C:26]([O:28][C:29]([CH3:32])([CH3:31])[CH3:30])=[O:27])[C:11]=2[CH:10]=1)C1C=CC=CC=1>CO.[Pd]>[OH:8][C:9]1[CH:21]=[CH:20][C:19]2[C:18]3[C:13](=[CH:14][C:15]([N:22]([CH3:25])[CH:23]=[O:24])=[CH:16][CH:17]=3)[N:12]([C:26]([O:28][C:29]([CH3:32])([CH3:31])[CH3:30])=[O:27])[C:11]=2[CH:10]=1. Reported procedure: To tert-butyl 2-(benzyloxy)-7-(N-methylformamido)-9H-carbazole-9-carboxylate (120 mg, 0.28 mmol) in 50 mL MeOH was added Palladium on activated carbon (50 mg). The mixture was stirred at rt under H2 atmosphere for 3 h. Solid was filtered off and the filtrate was concentrated to afford tert-butyl 2-hydroxy-7-(N-methylformamido)-9H-carbazole-9-carboxylate as a brown solid (95 mg, 100%). This material was used directly for the next reaction without purification. MS (ESI) m/z 341 (M+H+). Starting materials: C(C)(=O)O[C@H]1C[C@H](CC1)CC(=O)NC=1SC2=C(N1)C(=CC=C2N2CCOCC2)OC ((cis)-2-(3-Acetoxy-cyclopentyl)-N-(4-methoxy-7-morpholin-4-yl-benzothiazol-2-yl)-acetamide), C([O-])([O-])=O.[K+].[K+] (potassium carbonate), C[O-].[Na+] (sodium methoxide). Solvent: CO (methanol). Yields the product O[C@H]1C[C@H](CC1)CC(=O)NC=1SC2=C(N1)C(=CC=C2N2CCOCC2)OC ((−)-(cis)-2-(3-Hydroxy-cyclopentyl)-N-(4-methoxy-7-morpholin-4-yl-benzothiazol-2-yl)-acetamide), crystals. Yield: 91.0%. RXN SMILES: C([O:4][C@@H:5]1[CH2:9][CH2:8][C@H:7]([CH2:10][C:11]([NH:13][C:14]2[S:15][C:16]3[C:22]([N:23]4[CH2:28][CH2:27][O:26][CH2:25][CH2:24]4)=[CH:21][CH:20]=[C:19]([O:29][CH3:30])[C:17]=3[N:18]=2)=[O:12])[CH2:6]1)(=O)C.C(=O)([O-])[O-].[K+].[K+].C[O-].[Na+]>CO>[OH:4][C@@H:5]1[CH2:9][CH2:8][C@H:7]([CH2:10][C:11]([NH:13][C:14]2[S:15][C:16]3[C:22]([N:23]4[CH2:28][CH2:27][O:26][CH2:25][CH2:24]4)=[CH:21][CH:20]=[C:19]([O:29][CH3:30])[C:17]=3[N:18]=2)=[O:12])[CH2:6]1 |f:1.2.3,4.5|. Reported procedure: (cis)-2-(3-Acetoxy-cyclopentyl)-N-(4-methoxy-7-morpholin-4-yl-benzothiazol-2-yl)-acetamide (first eluting isomer, 64 mg, 0.15 mmol), potassium carbonate (82 mg, 0.59 mmol) and sodium methoxide (5.4M in methanol, 1.37 ul, 0.0074 mmol) are stirred together in methanol (6 ml) for 4 h at ambient temperature. Evaporation of the solvent, dissolution in methylene chloride and extraction with saturated sodium carbonate afforded, after drying and evaporation of the methylene chloride, a crude material. A...